Dataset: the Open Reaction Database (ORD), a public repository of structured organic reaction records. Task: describe an organic reaction: reactants, conditions, products, and yield Reactants: CC(=O)Nc1ccc(S(=O)(=O)Nc2ccc(N3CCC(=O)CC3)cc2)cc1, NCC(O)COc1cccc2[nH]c(=O)[nH]c12. Yields the product CC(=O)Nc1ccc(S(=O)(=O)Nc2ccc(N3CCC(NCC(O)COc4cccc5[nH]c(=O)[nH]c45)CC3)cc2)cc1. RXN SMILES: [O:1]=[C:2]1[CH2:3][CH2:4][N:5]([c:8]2[cH:9][cH:10][c:11]([NH:14][S:15](=[O:16])(=[O:17])[c:18]3[cH:19][cH:20][c:21]([NH:24][C:25]([CH3:26])=[O:27])[cH:22][cH:23]3)[cH:12][cH:13]2)[CH2:6][CH2:7]1.[OH:28][CH:29]([CH2:30][O:31][c:32]1[cH:33][cH:34][cH:35][c:36]2[nH:37][c:38](=[O:41])[nH:39][c:40]12)[CH2:42][NH2:43]>>[CH:2]1([NH:43][CH2:42][CH:29]([OH:28])[CH2:30][O:31][c:32]2[cH:33][cH:34][cH:35][c:36]3[nH:37][c:38](=[O:41])[nH:39][c:40]23)[CH2:3][CH2:4][N:5]([c:8]2[cH:9][cH:10][c:11]([NH:14][S:15](=[O:16])(=[O:17])[c:18]3[cH:19][cH:20][c:21]([NH:24][C:25]([CH3:26])=[O:27])[cH:22][cH:23]3)[cH:12][cH:13]2)[CH2:6][CH2:7]1.